This data is from the Open Reaction Database (ORD), a public repository of structured organic reaction records. The task is: describe an organic reaction: reactants, conditions, products, and yield The yield is 80.0%. Reaction SMILES: C[N:2]1[CH2:20][CH2:19][N:5]2[C:6]3[CH:18]=[CH:17][CH:16]=[CH:15][C:7]=3[O:8][C:9]3[CH:14]=[CH:13][CH:12]=[CH:11][C:10]=3[CH:4]2[CH2:3]1.Cl[C:22]([O:24][CH2:25][CH3:26])=[O:23]>C1(C)C=CC=CC=1>[CH3:26][CH2:25][O:24][C:22]([CH:3]1[CH:4]2[N:5]([C:6]3[CH:18]=[CH:17][CH:16]=[CH:15][C:7]=3[O:8][C:9]3[CH:14]=[CH:13][CH:12]=[CH:11][C:10]=32)[CH2:19][CH2:20][NH:2]1)=[O:23]. Starting materials: CN1CC2N(C3=C(OC4=C2C=CC=C4)C=CC=C3)CC1 (2-methyl-(1,3,4,14b-tetrahydro-2H-dibenzo[b,f]pyrazino[1,2-d][1,4]oxazepine)), ClC(=O)OCC (ethyl chloroformate). Yields the product CCOC(=O)C1NCCN2C3=C(OC4=C(C21)C=CC=C4)C=CC=C3 (2-ethoxycarbonyl-(1,3,4,14b-tetrahydro-2H-dibenzo[b,f]pyrazino[1,2-d][1,4]oxazepine)). Procedure: A solution of 2-methyl-(1,3,4,14b-tetrahydro-2H-dibenzo[b,f]pyrazino[1,2-d][1,4]oxazepine) (2.0 g, 7.5 mmol, prepared similarly as described in Neth. Appl. 6709520, Chem. Abs. 70, 115192 (1969)) in toluene (12 ml) was added drop wise to a stirred solution of ethyl chloroformate (1.26 g, 1.1 ml, 11.7 mmol) in toluene (8 ml) at 60° C. The mixture was heated at reflux temperature for 2 h. After cooling, the mixture was washed with a saturated solution of sodium bicarbonate (2×10 ml), water (10 ml),... Run in C1(=CC=CC=C1)C (toluene), C1(=CC=CC=C1)C (toluene).